This data is from the Open Reaction Database (ORD), a public repository of structured organic reaction records. The task is: describe an organic reaction: reactants, conditions, products, and yield Starting materials: Cl.CNO (N-methylhydroxylamine hydrochloride), C1(CCCCC1)C1CCC(CC1)C(=O)O (4-cyclohexyl-cyclohexanecarboxylic acid), C(C(=O)Cl)(=O)Cl (oxalyl chloride). The reagents and catalysts are CN(C=O)C (dimethylformamide). The solvent is [OH-].[Na+] (sodium hydroxide), O1CCCC1 (tetrahydrofuran). Conditions: time 1 hour. The product is C1(CCCCC1)C1CCC(CC1)C(=O)N(C)O (4-cyclohexyl-N-hydroxy-N-methylcyclohexanecarboxamide). The yield is 20.4%. As a reaction SMILES: [CH:1]1([CH:7]2[CH2:12][CH2:11][CH:10]([C:13]([OH:15])=O)[CH2:9][CH2:8]2)[CH2:6][CH2:5][CH2:4][CH2:3][CH2:2]1.C(Cl)(=O)C(Cl)=O.Cl.[CH3:23][NH:24][OH:25]>O1CCCC1.CN(C)C=O.[OH-].[Na+]>[CH:1]1([CH:7]2[CH2:12][CH2:11][CH:10]([C:13]([N:24]([OH:25])[CH3:23])=[O:15])[CH2:9][CH2:8]2)[CH2:6][CH2:5][CH2:4][CH2:3][CH2:2]1 |f:2.3,6.7|. Procedure: To a solution of 4-cyclohexyl-cyclohexanecarboxylic acid (1.47 g, 7 mmol) in 50 ml of tetrahydrofuran was added oxalyl chloride (0.67 ml, 7.7 mmol) and a few drops of dimethylformamide. After stirring for one hour, the reaction mixture was concentrated to about 1/3 of the original volume and added dropwise into a cold (~0° C.), stirred solution of N-methylhydroxylamine hydrochloride (1.17 g, 14 mmol) in 40 ml of 1N sodium hydroxide. The mixture was stirred for two hours and extracted three times... As a reaction SMILES: [CH:1]([c:2]1[cH:3][cH:4][cH:5][cH:6][cH:7]1)=[N:8][N:9]1[C:10](=[O:46])[N:11]([CH:14]([C:15](=[O:16])[O:17][CH2:18][c:19]2[cH:20][cH:21][c:22]([N+:25](=[O:26])[O-:27])[cH:23][cH:24]2)[S:28][CH:29]2[CH:30]([NH:36][C:37]([CH2:38][c:39]3[cH:40][cH:41][cH:42][cH:43][cH:44]3)=[O:45])[C:31](=[O:35])[N:32]2[CH2:33][OH:34])[CH2:12][CH2:13]1.[O:59]1[CH2:60][CH2:61][CH2:62][CH2:63]1.[S:55]([Cl:56])([Cl:57])=[O:58].[n:47]1[c:48]([CH3:49])[cH:50][cH:51][cH:52][c:53]1[CH3:54]>>[CH:1]([c:2]1[cH:3][cH:4][cH:5][cH:6][cH:7]1)=[N:8][N:9]1[C:10](=[O:46])[N:11]([C:14]2([C:15](=[O:16])[O:17][CH2:18][c:19]3[cH:20][cH:21][c:22]([N+:25](=[O:26])[O-:27])[cH:23][cH:24]3)[S:28][CH:29]3[CH:30]([NH:36][C:37]([CH2:38][c:39]4[cH:40][cH:41][cH:42][cH:43][cH:44]4)=[O:45])[C:31](=[O:35])[N:32]3[CH2:33]2)[CH2:12][CH2:13]1. Reactants: O=C(Cc1ccccc1)NC1C(=O)N(CO)C1SC(C(=O)OCc1ccc([N+](=O)[O-])cc1)N1CCN(N=Cc2ccccc2)C1=O, C1CCOC1, O=S(Cl)Cl, Cc1cccc(C)n1. Yields the product O=C(Cc1ccccc1)NC1C(=O)N2CC(C(=O)OCc3ccc([N+](=O)[O-])cc3)(N3CCN(N=Cc4ccccc4)C3=O)SC12. The reactants are [BH4-], CO, O=Cc1ccc(OC(F)F)c(OC2CCOC2)c1, [Na+]. The product is OCc1ccc(OC(F)F)c(OC2CCOC2)c1. RXN SMILES: [BH4-:1].[CH3:21][OH:22].[F:3][CH:4]([O:5][c:6]1[c:7]([O:14][CH:15]2[CH2:16][O:17][CH2:18][CH2:19]2)[cH:8][c:9]([CH:10]=[O:11])[cH:12][cH:13]1)[F:20].[Na+:2]>>[F:3][CH:4]([O:5][c:6]1[c:7]([O:14][CH:15]2[CH2:16][O:17][CH2:18][CH2:19]2)[cH:8][c:9]([CH2:10][OH:11])[cH:12][cH:13]1)[F:20]. Reactants: C1CCOC1, CCOC(=O)CP(=O)(OCC)OCC, COc1cc(C=O)cc(Cl)c1OCc1ccccc1, [H-], [Na+]. Product: CCOC(=O)C=Cc1cc(Cl)c(OCc2ccccc2)c(OC)c1. Reaction SMILES: [CH2:36]1[O:37][CH2:38][CH2:39][CH2:40]1.[CH3:1][CH2:2][O:3][C:4](=[O:5])[CH2:6][P:7]([O:8][CH2:9][CH3:10])([O:11][CH2:12][CH3:13])=[O:14].[Cl:17][c:18]1[cH:19][c:20]([CH:21]=[O:22])[cH:23][c:24]([O:34][CH3:35])[c:25]1[O:26][CH2:27][c:28]1[cH:29][cH:30][cH:31][cH:32][cH:33]1.[H-:16].[Na+:15]>>[CH3:1][CH2:2][O:3][C:4](=[O:5])[CH:6]=[CH:21][c:20]1[cH:19][c:18]([Cl:17])[c:25]([O:26][CH2:27][c:28]2[cH:29][cH:30][cH:31][cH:32][cH:33]2)[c:24]([O:34][CH3:35])[cH:23]1. Reactants: [BH4-], O=Cc1cc(Br)ccc1F, CO, [Na+]. The product is OCc1cc(Br)ccc1F. Reaction SMILES: [BH4-:11].[Br:1][c:2]1[cH:3][cH:4][c:5]([F:10])[c:6]([CH:7]=[O:8])[cH:9]1.[CH3:13][OH:14].[Na+:12]>>[Br:1][c:2]1[cH:3][cH:4][c:5]([F:10])[c:6]([CH2:7][OH:8])[cH:9]1. Starting materials: CCOC(C)=O, CC(C)(C)OC(=O)N(Cc1ccc2c(c1)OCCO2)C1CCN(CCn2c(=O)cc(OCc3ccccc3)c3ccccc32)CC1, CCOC(C)=O, ClC(Cl)Cl, Cl. Product: Cl, O=c1cc(OCc2ccccc2)c2ccccc2n1CCN1CCC(NCc2ccc3c(c2)OCCO3)CC1. As a reaction SMILES: [C:53]([O:54][CH2:55][CH3:56])(=[O:57])[CH3:58].[C:7]([O:8][C:9](=[O:10])[N:13]([CH2:14][c:15]1[cH:16][c:17]2[c:18]([cH:23][cH:24]1)[O:19][CH2:20][CH2:21][O:22]2)[CH:25]1[CH2:26][CH2:27][N:28]([CH2:31][CH2:32][n:33]2[c:34](=[O:51])[cH:35][c:36]([O:43][CH2:44][c:45]3[cH:46][cH:47][cH:48][cH:49][cH:50]3)[c:37]3[cH:38][cH:39][cH:40][cH:41][c:42]23)[CH2:29][CH2:30]1)([CH3:11])([CH3:12])[CH3:52].[CH3:1][CH2:2][O:3][C:4](=[O:5])[CH3:6].[CH:60]([Cl:61])([Cl:62])[Cl:63].[ClH:59]>>[ClH:59].[NH:13]([CH2:14][c:15]1[cH:16][c:17]2[c:18]([cH:23][cH:24]1)[O:19][CH2:20][CH2:21][O:22]2)[CH:25]1[CH2:26][CH2:27][N:28]([CH2:31][CH2:32][n:33]2[c:34](=[O:51])[cH:35][c:36]([O:43][CH2:44][c:45]3[cH:46][cH:47][cH:48][cH:49][cH:50]3)[c:37]3[cH:38][cH:39][cH:40][cH:41][c:42]23)[CH2:29][CH2:30]1. The reactants are C(O)([O-])=O.[Na+] (sodium hydrogencarbonate), C1CN(CCC1=O)CCC2=CC=CC=C2 (1-(2-Phenethyl)-4-piperidone), NC=1C=C2C=NNC2=CC1 (5-aminoindazole), C(C)(=O)O (acetic acid). Run in CO (methanol). Conditions: time 18 hour. The product is N1N=CC2=CC(=CC=C12)NC1CCN(CC1)CCC1=CC=CC=C1 (N-(1H-5-Indazolyl)-N-(1-phenethyl-4-piperidyl)amine). The yield is 64.5%. As a reaction SMILES: [CH2:1]1[C:6](=O)[CH2:5][CH2:4][N:3]([CH2:8][CH2:9][C:10]2[CH:15]=[CH:14][CH:13]=[CH:12][CH:11]=2)[CH2:2]1.[NH2:16][C:17]1[CH:18]=[C:19]2[C:23](=[CH:24][CH:25]=1)[NH:22][N:21]=[CH:20]2.C(O)(=O)C.C(=O)([O-])O.[Na+]>CO>[NH:22]1[C:23]2[C:19](=[CH:18][C:17]([NH:16][CH:6]3[CH2:5][CH2:4][N:3]([CH2:8][CH2:9][C:10]4[CH:15]=[CH:14][CH:13]=[CH:12][CH:11]=4)[CH2:2][CH2:1]3)=[CH:25][CH:24]=2)[CH:20]=[N:21]1 |f:3.4|. Reported procedure: 1-(2-Phenethyl)-4-piperidone (142 mg), 5-aminoindazole (67 mg), and acetic acid (0.02 ml) were dissolved in methanol (1 ml), and a borane-pyridine complex (0.06 ml) was added dropwise to the solution at room temperature. The reaction mixture was stirred at room temperature for 18 hr. A saturated aqueous sodium hydrogencarbonate solution (1 ml) was then added thereto, and the mixture was extracted with chloroform-propanol (3/1). The organic layer was dried over anhydrous sodium sulfate, and the s... Reactants: C(C1=CC=CC=C1)C=1SC(=C(C1C(=O)C1=CC(=C(C=C1)OC)C1CCCC1)C)C ((2-benzyl-4,5-dimethyl-thiophen-3-yl)-(3-cyclopentyl-4-methoxy-phenyl)-methanone), B(Br)(Br)Br.C(Cl)Cl (boron tribromide CH2Cl2). Run in C(Cl)Cl (CH2Cl2). Product: C(C1=CC=CC=C1)C=1SC(=C(C1C(=O)C1=CC(=C(C=C1)O)C1CCCC1)C)C ((2-Benzyl-4,5-dimethyl-thiophen-3-yl)-(3-cyclopentyl-4-hydroxy-phenyl)-methanone). The yield is 19.7%. Reaction SMILES: [CH2:1]([C:8]1[S:9][C:10]([CH3:29])=[C:11]([CH3:28])[C:12]=1[C:13]([C:15]1[CH:20]=[CH:19][C:18]([O:21]C)=[C:17]([CH:23]2[CH2:27][CH2:26][CH2:25][CH2:24]2)[CH:16]=1)=[O:14])[C:2]1[CH:7]=[CH:6][CH:5]=[CH:4][CH:3]=1.B(Br)(Br)Br.C(Cl)Cl>C(Cl)Cl>[CH2:1]([C:8]1[S:9][C:10]([CH3:29])=[C:11]([CH3:28])[C:12]=1[C:13]([C:15]1[CH:20]=[CH:19][C:18]([OH:21])=[C:17]([CH:23]2[CH2:27][CH2:26][CH2:25][CH2:24]2)[CH:16]=1)=[O:14])[C:2]1[CH:3]=[CH:4][CH:5]=[CH:6][CH:7]=1 |f:1.2|. Procedure: The title compound was prepared according to the procedure in Example 5, step 3 using (2-benzyl-4,5-dimethyl-thiophen-3-yl)-(3-cyclopentyl-4-methoxy-phenyl)-methanone (3.32 g, 8.20 mmol) and 1M boron tribromide/CH2Cl2 (1.6 mL) in CH2Cl2. Purification on Biotage KP-Sil eluting with a 2, 5 & 10% EtOAc/hexane step gradient gave 0.63 g (18%) of the title compound. 1H NMR (DMSO-d6) δ consistent. Reactants: N#CCCBr, CC#N, Fc1ccc2c(C3CCNCC3)noc2c1, [K+], [K+], O=C([O-])[O-]. The product is N#CCCN1CCC(c2noc3cc(F)ccc23)CC1. As a reaction SMILES: [Br:23][CH2:24][CH2:25][C:26]#[N:27].[CH3:28][C:29]#[N:30].[F:1][c:2]1[cH:3][c:4]2[c:5]([c:6]([CH:9]3[CH2:10][CH2:11][NH:12][CH2:13][CH2:14]3)[n:7][o:8]2)[cH:15][cH:16]1.[K+:17].[K+:18].[O-:19][C:20]([O-:21])=[O:22]>>[F:1][c:2]1[cH:3][c:4]2[c:5]([c:6]([CH:9]3[CH2:10][CH2:11][N:12]([CH2:24][CH2:25][C:26]#[N:27])[CH2:13][CH2:14]3)[n:7][o:8]2)[cH:15][cH:16]1.